This data is from the Open Reaction Database (ORD), a public repository of structured organic reaction records. The task is: describe an organic reaction: reactants, conditions, products, and yield The reactants are C(C)(=O)O[C@H]1[C@@H](O[C@@H]([C@H]([C@@H]1OC(C)=O)OC(C)=O)O\C(=C/C1=C(C=CC=C1)F)\C(=O)OCC)COC(C)=O ((2S,3S,4R,5S,6R)-2-(Acetoxymethyl)-6-(((Z)-3-ethoxy-1-(2-fluorophenyl)-3-oxoprop-1-en-2-yl)oxy)tetrahydro-2H-pyran-3,4,5-triyl triacetate), [Br-].C(C)(=O)O[C@H]1[C@@H](O)O[C@@H]([C@@H]([C@@H]1OC(C)=O)OC(C)=O)COC(C)=O (2,3,4,6-tetra-O-acetyl-α-D-galactose bromide), BrC1=C(C=CC=C1)CC(C(=O)OCC)=O (Ethyl (2-bromophenyl)pyruvate), [H-].[Na+] (sodium hydride). Yields the product C(C)(=O)O[C@@H]1[C@@H](O[C@@H]([C@H]([C@@H]1OC(C)=O)OC(C)=O)O\C(=C/C1=C(C=CC=C1)Br)\C(=O)OCC)COC(C)=O ((2S,3R,4R,5S,6R)-2-(Acetoxymethyl)-6-(((Z)-1-(2-bromophenyl)-3-ethoxy-3-oxoprop-1-en-2-yl)oxy)tetrahydro-2H-pyran-3,4,5-triyl triacetate). Isolated yield 24.0%. As a reaction SMILES: [C:1]([O:4][C@@H:5]1[C@@H:10]([O:11][C:12](=[O:14])[CH3:13])[C@H:9]([O:15][C:16](=[O:18])[CH3:17])[C@@H:8]([O:19]/[C:20](/[C:29]([O:31][CH2:32][CH3:33])=[O:30])=[CH:21]\[C:22]2[CH:27]=[CH:26][CH:25]=[CH:24][C:23]=2F)[O:7][C@H:6]1[CH2:34][O:35][C:36](=[O:38])[CH3:37])(=[O:3])[CH3:2].[Br:39]C1C=CC=CC=1CC(=O)C(OCC)=O.[H-].[Na+].[Br-].C(O[C@@H]1[C@@H](OC(=O)C)[C@@H](OC(=O)C)[C@@H](COC(=O)C)O[C@@H]1O)(=O)C>>[C:1]([O:4][C@H:5]1[C@@H:10]([O:11][C:12](=[O:14])[CH3:13])[C@H:9]([O:15][C:16](=[O:18])[CH3:17])[C@@H:8]([O:19]/[C:20](/[C:29]([O:31][CH2:32][CH3:33])=[O:30])=[CH:21]\[C:22]2[CH:27]=[CH:26][CH:25]=[CH:24][C:23]=2[Br:39])[O:7][C@H:6]1[CH2:34][O:35][C:36](=[O:38])[CH3:37])(=[O:3])[CH3:2] |f:2.3,4.5|. Procedure details: The title compound was prepared as described for C4 using ethyl 3-(2-bromophenyl)-2-oxopropanoate B8 (100 mg, 0.369 mmol), sodium hydride (9.74 mg, 0.406 mmol) and 2,3,4,6-tetra-O-acetyl-α-D-galactose bromide (152 mg, 0.369 mmol). The resulting compound was isolated in the form of white solid in 24% yield. Procedure details: The compound was prepared according to the procedure for ethyl 1-cyclopropyl-4-methoxy-1H-indole-6-carboxylate but using bromoethyl acetate in place of MeI. Product: C1(CC1)N1C=CC2=C(C=C(C=C12)C(=O)OCC)OCCO (Ethyl 1-cyclopropyl-4-(2-hydroxyethoxy)-1H-indole-6-carboxylate). Reaction SMILES: [CH:1]1([N:4]2[C:12]3[C:7](=[C:8]([O:18][CH3:19])[CH:9]=[C:10]([C:13]([O:15][CH2:16][CH3:17])=[O:14])[CH:11]=3)[CH:6]=[CH:5]2)[CH2:3][CH2:2]1.[C:20](OCCBr)(=[O:22])C>>[CH:1]1([N:4]2[C:12]3[C:7](=[C:8]([O:18][CH2:19][CH2:20][OH:22])[CH:9]=[C:10]([C:13]([O:15][CH2:16][CH3:17])=[O:14])[CH:11]=3)[CH:6]=[CH:5]2)[CH2:2][CH2:3]1. Reactants: C1(CC1)N1C=CC2=C(C=C(C=C12)C(=O)OCC)OC (ethyl 1-cyclopropyl-4-methoxy-1H-indole-6-carboxylate), C(C)(=O)OCCBr (bromoethyl acetate). The reactants are [Cl-].[Ca+2].[Cl-] (calcium chloride), stainless steel, FC(C(=O)F)F (difluoroacetyl fluoride). Reaction conditions: temperature 160 celsius. Yields the product FC(C(=O)Cl)F (difluoroacetyl chloride), FC(C(=O)F)F (difluoroacetyl fluoride). RXN SMILES: [F:1][CH:2]([F:6])[C:3]([F:5])=[O:4].[Cl-:7].[Ca+2].[Cl-]>>[F:1][CH:2]([F:6])[C:3]([Cl:7])=[O:4].[F:1][CH:2]([F:6])[C:3]([F:5])=[O:4] |f:1.2.3|. Procedure details: A stainless steel reaction tube having an inner diameter of 23 mm and a length of 400 mm was packed with granular anhydrous calcium chloride (63 g, 120 cc; available from Junsei Chemical Co., Ltd. (particle size: about 2.5 to 3.5 mm)). While flowing nitrogen at 50 cc/min into the reaction tube, the reaction tube was heated at a setting temperature of 160° C. The flow of the nitrogen was stopped simultaneously with feeding the difluoroacetyl fluoride, which had been obtained in Raw Material Prepa... The reactants are C1(=CC=CC=C1)C=1N=CN(C1)C1=CC=C(C=C1)CCO (2-[4-(4-phenyl-1H-imidazol-1-yl)phenyl]ethanol), N1C=NC=C1 (imidazole), CC(C)(C)[Si](C)(C)Cl (TBSCl). Solvent: ClCCl (dichloromethane). Conditions: time 2 hour. Product: [Si](C)(C)(C(C)(C)C)OCCC1=CC=C(C=C1)N1C=NC(=C1)C1=CC=CC=C1 (1-[4-(2-{[tert-butyl(dimethyl)silyl]oxy}ethyl)phenyl]-4-phenyl-1H-imidazole). The yield is 72.9%. As a reaction SMILES: [C:1]1([C:7]2[N:8]=[CH:9][N:10]([C:12]3[CH:17]=[CH:16][C:15]([CH2:18][CH2:19][OH:20])=[CH:14][CH:13]=3)[CH:11]=2)[CH:6]=[CH:5][CH:4]=[CH:3][CH:2]=1.N1C=CN=C1.[CH3:26][C:27]([Si:30](Cl)([CH3:32])[CH3:31])([CH3:29])[CH3:28]>ClCCl>[Si:30]([O:20][CH2:19][CH2:18][C:15]1[CH:14]=[CH:13][C:12]([N:10]2[CH:11]=[C:7]([C:1]3[CH:2]=[CH:3][CH:4]=[CH:5][CH:6]=3)[N:8]=[CH:9]2)=[CH:17][CH:16]=1)([C:27]([CH3:29])([CH3:28])[CH3:26])([CH3:32])[CH3:31]. Procedure: To a stirred mixture of 2-[4-(4-phenyl-1H-imidazol-1-yl)phenyl]ethanol (5.36 g, 20.3 mmol) and imidazole (2.7 g, 40.6 mmol) in dichloromethane (100 mL) was added TBSCl (3.67 g, 24.3 mmol) at 0° C. and the reaction mixture was stirred at room temperature for 2 h. The volatile components were removed under reduced pressure, and the residue was purified by flash column chromatography on silica gel eluting with hexane/ethyl acetate (gradient elution from 5:1 to 2:1) to afford 5.6 g (73%) of the titl... Solvent: CO (MeOH), C(C)#N (acetonitrile). Product: BrC=1C=C2C(C(N(C2=CC1)CC1=C(C=CC=C1)Cl)=O)=O (5-Bromo-1-(2-chloro-benzyl)-1H-indole-2,3-dione). The reactants are base, [Br-] (bromide), BrC=1C=C2C(C(NC2=CC1)=O)=O (5-bromoisatin), C(C)(C)(C)N=P1(N(CCCN1C)C)N(CC)CC (2-tert-butylimino-2-diethylamino-1,3-dimethyl-perhydro-1,3,2-diazaphosphorine), ClC1=C(CBr)C=CC=C1 (2-chlorobenzyl bromide). The yield is 102.7%. Reaction conditions: time 18 hour. Reaction SMILES: [Br:1][C:2]1[CH:3]=[C:4]2[C:8](=[CH:9][CH:10]=1)[NH:7][C:6](=[O:11])[C:5]2=[O:12].C(N=P1(N(CC)CC)N(C)CCCN1C)(C)(C)C.[Cl:31][C:32]1[CH:39]=[CH:38][CH:37]=[CH:36][C:33]=1[CH2:34]Br.[Br-]>C(#N)C.CO>[Br:1][C:2]1[CH:3]=[C:4]2[C:8](=[CH:9][CH:10]=1)[N:7]([CH2:34][C:33]1[CH:36]=[CH:37][CH:38]=[CH:39][C:32]=1[Cl:31])[C:6](=[O:11])[C:5]2=[O:12]. Reported procedure: Partially dissolve 5-bromoisatin (45 mg, 0.20 mmol) in acetonitrile (2 mL) and add 2-tert-butylimino-2-diethylamino-1,3-dimethyl-perhydro-1,3,2-diazaphosphorine on polysteyrene (95 mg, 0.21 mmol, 2.2 mmol/g, Fluka) followed by adding 2-chlorobenzyl bromide (0.026 mL, 0.20 mmol). Stir 18 h and add additional base (50 mg) and bromide (0.010 mL) to drive reaction to completion after another 3 h. Dilute with MeOH and warm with heat gun to insure soluability. Filter off beads and concentrate the filt...